This data is from the Open Reaction Database (ORD), a public repository of structured organic reaction records. The task is: describe an organic reaction: reactants, conditions, products, and yield Reactants: ClC1=CC2=C(N(C=N2)[C@H]2[C@@H]([C@](O)([C@H](O2)C)C(C)=O)F)C=C1Cl (5,6-Dichloro-1-(3-acetyl-2,5-dideoxy-2-fluoro-beta-D-ribofuranosyl)-1H-benzimidazole), C1CC(=O)N(C1=O)Br (NBS). The solvent is C1(=CC=CC=C1)C (toluene). Conditions: temperature 85 celsius, time 10 minute. Product: BrC1=NC2=C(N1[C@H]1[C@@H]([C@](O)([C@H](O1)C)C(C)=O)F)C=C(C(=C2)Cl)Cl (2-Bromo-5,6-dichloro-1-(3-acetyl-2,5-dideoxy-2-fluoro-beta-D -ribofuranosyl)-1H-benzimidazole). RXN SMILES: [Cl:1][C:2]1[C:21]([Cl:22])=[CH:20][C:5]2[N:6]([C@@H:9]3[O:14][C@H:13]([CH3:15])[C@@:11]([C:16](=[O:18])[CH3:17])([OH:12])[C@H:10]3[F:19])[CH:7]=[N:8][C:4]=2[CH:3]=1.C1C(=O)N([Br:30])C(=O)C1>C1(C)C=CC=CC=1>[Br:30][C:7]1[N:6]([C@@H:9]2[O:14][C@H:13]([CH3:15])[C@@:11]([C:16](=[O:18])[CH3:17])([OH:12])[C@H:10]2[F:19])[C:5]2[CH:20]=[C:21]([Cl:22])[C:2]([Cl:1])=[CH:3][C:4]=2[N:8]=1. Procedure details: 5,6-Dichloro-1-(3-acetyl-2,5-dideoxy-2-fluoro-beta-D-ribofuranosyl)-1H-benzimidazole (0.45 g, 1.3 mmoles) was boiled in toluene to remove water. Excess toluene was removed in vacuo. THF (Aldrich, Sure Seal, 20 mL) was added and the solution heated to reflux in an 85° C. oil bath. NBS (Aldrich, 0.46 g, 2.6 mmoles, 2 eq.) was added and the reaction refluxed 7 mins. A second portion (0.23 g, 1.3 mmoles, 1 eq.) was added and reflux continued 10 mins. The reaction was removed from the heat, diluted w... The reactants are ClCCl, O=S(=O)(O)Cl, Nc1ccccc1. The product is O=S(=O)(Cl)Nc1ccccc1. As a reaction SMILES: [CH2:13]([Cl:14])[Cl:15].[Cl:1][S:2](=[O:3])(=[O:4])[OH:5].[NH2:6][c:7]1[cH:8][cH:9][cH:10][cH:11][cH:12]1>>[Cl:1][S:2](=[O:3])(=[O:5])[NH:6][c:7]1[cH:8][cH:9][cH:10][cH:11][cH:12]1. Starting materials: C(C)N(CCN1C(C2=C(CC1)NC(=C2C)C=O)=O)CC (5-(2-diethylamino-ethyl)-3-methyl-4-oxo-4,5,6,7-tetrahydro-1H-pyrrolo[3,2-c]pyridine-2-carbaldehyde), N1=CC=C(C=C1)C1=C2CC(NC2=CC=C1)=O (4-pyridin-4-yl-1,3-dihydro-indol-2-one). Product: C(C)N(CCN1C(C2=C(CC1)NC(=C2C)C=C2C(NC1=CC=CC(=C21)C)=O)=O)CC (5-(2-diethylamino-ethyl)-3-methyl-2-(4-methyl-2-oxo-1,2-dihydro-indol-3-ylidenemethyl)-1,5,6,7-tetrahydro-pyrrolo[3,2-c]pyridin-4-one). Isolated yield 64.9%. RXN SMILES: [CH2:1]([N:3]([CH2:19][CH3:20])[CH2:4][CH2:5][N:6]1[CH2:11][CH2:10][C:9]2[NH:12][C:13]([CH:16]=O)=[C:14]([CH3:15])[C:8]=2[C:7]1=[O:18])[CH3:2].N1C=C[C:24]([C:27]2[CH:35]=[CH:34][CH:33]=[C:32]3[C:28]=2[CH2:29][C:30](=[O:36])[NH:31]3)=CC=1>>[CH2:1]([N:3]([CH2:19][CH3:20])[CH2:4][CH2:5][N:6]1[CH2:11][CH2:10][C:9]2[NH:12][C:13]([CH:16]=[C:29]3[C:28]4[C:32](=[CH:33][CH:34]=[CH:35][C:27]=4[CH3:24])[NH:31][C:30]3=[O:36])=[C:14]([CH3:15])[C:8]=2[C:7]1=[O:18])[CH3:2]. Reported procedure: The title compound was prepared under the same conditions as described in Example 1 with 5-(2-diethylamino-ethyl)-3-methyl-4-oxo-4,5,6,7-tetrahydro-1H-pyrrolo[3,2-c]pyridine-2-carbaldehyde and 4-pyridin-4-yl-1,3-dihydro-indol-2-one (prepared according to WO2002055517) as starting materials to give 5-(2-diethylamino-ethyl)-3-methyl-2-(4-methyl-2-oxo-1,2-dihydro-indol-3-ylidenemethyl)-1,5,6,7-tetrahydro-pyrrolo[3,2-c]pyridin-4-one (48 mg, 64.9%) as an orange solid. RXN SMILES: [CH3:1][O:2][CH2:3][C@H:4]([CH3:31])[O:5][C:6]1[CH:7]=[C:8]([C:23]2[NH:27][C:26]([C:28](O)=[O:29])=[CH:25][CH:24]=2)[CH:9]=[C:10]([O:12][Si:13]([CH:20]([CH3:22])[CH3:21])([CH:17]([CH3:19])[CH3:18])[CH:14]([CH3:16])[CH3:15])[CH:11]=1.[NH2:32][C@H:33]([CH3:37])[C@H:34]([OH:36])[CH3:35].[Cl-].COC1N=C(OC)N=C([N+]2(C)CCOCC2)N=1>CO>[OH:36][C@H:34]([CH3:35])[C@H:33]([NH:32][C:28]([C:26]1[NH:27][C:23]([C:8]2[CH:9]=[C:10]([O:12][Si:13]([CH:20]([CH3:21])[CH3:22])([CH:17]([CH3:18])[CH3:19])[CH:14]([CH3:15])[CH3:16])[CH:11]=[C:6]([O:5][C@@H:4]([CH3:31])[CH2:3][O:2][CH3:1])[CH:7]=2)=[CH:24][CH:25]=1)=[O:29])[CH3:37] |f:2.3|. Solvent: CO (methanol). Isolated yield 69.9%. Reactants: N[C@@H]([C@@H](C)O)C ((2R,3R)-3-aminobutan-2-ol), [Cl-].COC1=NC(=NC(=N1)OC)[N+]1(CCOCC1)C (4-(4,6-dimethoxy-1,3,5-triazin-2-yl)-4-methylmorpholinium chloride), hydrate, COC[C@@H](OC=1C=C(C=C(C1)O[Si](C(C)C)(C(C)C)C(C)C)C1=CC=C(N1)C(=O)O)C (5-{3-[(1S)-2-Methoxy-1-methylethoxy]-5-[(triisopropylsilyl)oxy]phenyl}-1H-pyrrole-2-carboxylic acid). Reaction conditions: time 3 day. The product is O[C@@H]([C@@H](C)NC(=O)C=1NC(=CC1)C1=CC(=CC(=C1)O[Si](C(C)C)(C(C)C)C(C)C)O[C@H](COC)C)C (N-[(2R,3R)-3-Hydroxybutan-2-yl]-5-(3-{[(2S)-1-methoxypropan-2-yl]oxy}-5-[(tripropan-2-ylsilyl)oxy]phenyl)-1H-pyrrole-2-carboxamide). Procedure details: 5-{3-[(1S)-2-Methoxy-1-methylethoxy]-5-[(triisopropylsilyl)oxy]phenyl}-1H-pyrrole-2-carboxylic acid (0.89 g, 1.99 mmol) synthesized in Example (106c) was dissolved in methanol (20 mL), and (2R,3R)-3-aminobutan-2-ol (0.41 g, 4.60 mmol) synthesized in Example (88a) and 4-(4,6-dimethoxy-1,3,5-triazin-2-yl)-4-methylmorpholinium chloride n hydrate (1.20 g, 4.34 mmol) were added, followed by stirring at room temperature for 3 days under nitrogen atmosphere. After the solvent was distilled off under re... Starting materials: C1(=CC=CC=C1)P(C1=CC=CC=C1)C1=CC=CC=C1 (triphenylphosphine), BrBr (bromine), OC1=CC=C(C=C1)CCCCO (4-(4-hydroxyphenyl)butanol), N1C=NC=C1 (imidazole). Solvent: C(Cl)Cl (methylene chloride), C(Cl)Cl (methylene chloride). Reaction conditions: time 15 minute. Product: OC1=CC=C(C=C1)CCCCBr (4-(4-hydroxyphenyl)butyl bromide). Yield: 87.7%. As a reaction SMILES: C1(P(C2C=CC=CC=2)C2C=CC=CC=2)C=CC=CC=1.[Br:20]Br.[OH:22][C:23]1[CH:28]=[CH:27][C:26]([CH2:29][CH2:30][CH2:31][CH2:32]O)=[CH:25][CH:24]=1.N1C=CN=C1>C(Cl)Cl>[OH:22][C:23]1[CH:28]=[CH:27][C:26]([CH2:29][CH2:30][CH2:31][CH2:32][Br:20])=[CH:25][CH:24]=1. Procedure details: A solution of triphenylphosphine (144.1 mmole, 37.80 g) in methylene chloride (556 ml) was treated with bromine (144.1 mmole, 23.03 g) until a pale yellow color persisted. After stirring approximately 15 minutes, a solution of 4-(4-hydroxyphenyl)butanol (96.1 mmole, 15.97 g) and imidazole (192.2 mmole, 13.08 g) in methylene chloride (355 ml) was added over a 15 minute period. Approximately 4 hours later, the reaction suspension was filtered and the filtrate was reduced in volume. To the reduced ... Starting materials: CCOC(=O)N1CCC(O)C(c2ccccc2)C1, Oc1ccc(F)cc1, CCOC(=O)N=NC(=O)OCC, c1ccc(P(c2ccccc2)c2ccccc2)cc1, c1ccccc1. Product: CCOC(=O)N1CCC(Oc2ccc(F)cc2)C(c2ccccc2)C1. As a reaction SMILES: [CH2:1]([CH3:2])[O:3][C:4](=[O:5])[N:6]1[CH2:7][CH:8]([c:13]2[cH:14][cH:15][cH:16][cH:17][cH:18]2)[CH:9]([OH:12])[CH2:10][CH2:11]1.[F:19][c:20]1[cH:21][cH:22][c:23]([OH:26])[cH:24][cH:25]1.[O:46]=[C:47]([O:48][CH2:49][CH3:50])[N:51]=[N:52][C:53]([O:54][CH2:55][CH3:56])=[O:57].[c:27]1([P:28]([c:29]2[cH:30][cH:31][cH:32][cH:33][cH:34]2)[c:35]2[cH:36][cH:37][cH:38][cH:39][cH:40]2)[cH:41][cH:42][cH:43][cH:44][cH:45]1.[cH:58]1[cH:59][cH:60][cH:61][cH:62][cH:63]1>>[CH2:1]([CH3:2])[O:3][C:4](=[O:5])[N:6]1[CH2:7][CH:8]([c:13]2[cH:14][cH:15][cH:16][cH:17][cH:18]2)[CH:9]([O:12][c:23]2[cH:22][cH:21][c:20]([F:19])[cH:25][cH:24]2)[CH2:10][CH2:11]1.